From a dataset of the Open Reaction Database (ORD), a public repository of structured organic reaction records. describe an organic reaction: reactants, conditions, products, and yield Reactants: ice, O (water), [H-].[Al+3].[Li+].[H-].[H-].[H-] (lithium aluminium hydride), [OH-].[Na+] (sodium hyroxide), C(C)OC(=O)C=1N=C2N(C=CC=C2OCC2=CC=CC=C2)C1 (8-benzyloxyimidazo[1,2-a]pyridine-2-carboxylic acid ethyl ester), O (water). The solvent is O1CCCC1 (tetrahydrofuran). Conditions: time 1 hour. The product is C(C1=CC=CC=C1)OC=1C=2N(C=CC1)C=C(N2)CO (8-Benzyloxy-2-hydroxymethylimidazo[1,2-a]pyridine). Reaction SMILES: [H-].[Al+3].[Li+].[H-].[H-].[H-].C([O:9][C:10]([C:12]1[N:13]=[C:14]2[C:19]([O:20][CH2:21][C:22]3[CH:27]=[CH:26][CH:25]=[CH:24][CH:23]=3)=[CH:18][CH:17]=[CH:16][N:15]2[CH:28]=1)=O)C.O.[OH-].[Na+]>O1CCCC1>[CH2:21]([O:20][C:19]1[C:14]2[N:15]([CH:28]=[C:12]([CH2:10][OH:9])[N:13]=2)[CH:16]=[CH:17][CH:18]=1)[C:22]1[CH:23]=[CH:24][CH:25]=[CH:26][CH:27]=1 |f:0.1.2.3.4.5,8.9|. Procedure details: To an ice-cooled suspension of 1.5 g lithium aluminium hydride in 150 ml tetrahydrofuran there was added 15.0 g 8-benzyloxyimidazo[1,2-a]pyridine-2-carboxylic acid ethyl ester (obtained according to Example 5) in portions so that the temperature remains below 10° C. After stirring at 0°-5° C. for an additional 1hr., 1.5 ml water was added dropwise at 0°-10° C., followed by 1.5 ml 15% aqueous sodium hyroxide and then 4.5 ml water. The mixture was allowed to warm to room temperature with stirring,...